From a dataset of the Open Reaction Database (ORD), a public repository of structured organic reaction records. describe an organic reaction: reactants, conditions, products, and yield Starting materials: CCCCCN1C(=O)C(O)(c2cc(Br)ccc2O)c2ccccc21, CC[SiH](CC)CC, ClCCl, O=C(O)C(F)(F)F. The product is CCCCCN1C(=O)C(c2cc(Br)ccc2O)c2ccccc21. Reaction SMILES: [Br:1][c:2]1[cH:3][cH:4][c:5]([OH:24])[c:6]([C:8]2([OH:23])[C:9](=[O:22])[N:10]([CH2:17][CH2:18][CH2:19][CH2:20][CH3:21])[c:11]3[cH:12][cH:13][cH:14][cH:15][c:16]32)[cH:7]1.[CH2:32]([SiH:33]([CH2:34][CH3:35])[CH2:36][CH3:37])[CH3:38].[Cl:39][CH2:40][Cl:41].[OH:25][C:26]([C:27]([F:28])([F:29])[F:30])=[O:31]>>[Br:1][c:2]1[cH:3][cH:4][c:5]([OH:24])[c:6]([CH:8]2[C:9](=[O:22])[N:10]([CH2:17][CH2:18][CH2:19][CH2:20][CH3:21])[c:11]3[cH:12][cH:13][cH:14][cH:15][c:16]32)[cH:7]1. Starting materials: CC[N+](CC)(CC)Cc1ccccc1, CCSC1CC(=O)N1C(Cl)C(=O)OCc1ccc([N+](=O)[O-])cc1, [Cl-], ClCCl, [K+], CCOC(=S)[S-], O. Yields the product CCOC(=S)SC(C(=O)OCc1ccc([N+](=O)[O-])cc1)N1C(=O)CC1SCC. RXN SMILES: [CH2:33]([N+:34]([CH2:35][CH3:36])([CH2:37][CH3:38])[CH2:39][CH3:40])[c:41]1[cH:42][cH:43][cH:44][cH:45][cH:46]1.[CH2:9]([CH3:10])[S:11][CH:12]1[CH2:13][C:14](=[O:31])[N:15]1[CH:16]([C:17](=[O:18])[O:19][CH2:20][c:21]1[cH:22][cH:23][c:24]([N+:27](=[O:28])[O-:29])[cH:25][cH:26]1)[Cl:30].[Cl-:32].[Cl:47][CH2:48][Cl:49].[K+:7].[O:1]([C:2](=[S:3])[S-:4])[CH2:5][CH3:6].[OH2:8]>>[O:1]([C:2]([S:3][CH:16]([N:15]1[CH:12]([S:11][CH2:9][CH3:10])[CH2:13][C:14]1=[O:31])[C:17](=[O:18])[O:19][CH2:20][c:21]1[cH:22][cH:23][c:24]([N+:27](=[O:28])[O-:29])[cH:25][cH:26]1)=[S:4])[CH2:5][CH3:6]. The reactants are C(=C)C1=CC=C(C=C1)B(O)O (4-vinyl-phenyl boronic acid), C(C)(C)(C)P (t-butylphosphine), ClC=1C=C(C=CC1)C=1C=NC=CC1 (3-(3-chloro-phenyl)pyridine), F[K] (fluoro-potassium). The reagents and catalysts are C(C1=CC=CC=C1)=CC(=O)C=CC1=CC=CC=C1.C(C1=CC=CC=C1)=CC(=O)C=CC1=CC=CC=C1.C(C1=CC=CC=C1)=CC(=O)C=CC1=CC=CC=C1.[Pd] (palladium tris(dibenzylidene acetone)). Run in O1CCOCC1 (1,4-dioxane). Run at temperature 80 celsius. Product: C(=C)C1=CC=C(C=C1)C1=CC(=CC=C1)C=1C=NC=CC1 (3-(4′-vinyl-biphenyl-3-yl)pyridine). Yield: 45.0%. RXN SMILES: [CH:1]([C:3]1[CH:8]=[CH:7][C:6](B(O)O)=[CH:5][CH:4]=1)=[CH2:2].Cl[C:13]1[CH:14]=[C:15]([C:19]2[CH:20]=[N:21][CH:22]=[CH:23][CH:24]=2)[CH:16]=[CH:17][CH:18]=1.F[K].C(P)(C)(C)C>C(=CC(C=CC1C=CC=CC=1)=O)C1C=CC=CC=1.C(=CC(C=CC1C=CC=CC=1)=O)C1C=CC=CC=1.C(=CC(C=CC1C=CC=CC=1)=O)C1C=CC=CC=1.[Pd].O1CCOCC1>[CH:1]([C:3]1[CH:8]=[CH:7][C:6]([C:17]2[CH:18]=[CH:13][CH:14]=[C:15]([C:19]3[CH:20]=[N:21][CH:22]=[CH:23][CH:24]=3)[CH:16]=2)=[CH:5][CH:4]=1)=[CH2:2] |f:4.5.6.7|. Procedure: This Example was carried out in the same manner as Example 10, except that 23.42 g (0.158 mol) of 4-vinyl-phenyl boronic acid, 20.0 g (0.1055 mol) of 3-(3-chloro-phenyl)pyridine, 500□ of 1,4-dioxane, 27.54 g (0.474 mol, 3.3 equivalent) of fluoro-potassium, 1.69 g (0.0084 mol, 5.3 mol %) of t-butylphosphine [P( t-Bu)3)], and 2.6 g (0.0028 mol, 1.8 mol %) of palladium tris(dibenzylidene acetone) [Pd2(dba)3] were used. Finally, after the resulting solution was heated to reflux at 80° C. for 24 hour...